Dataset: the Open Reaction Database (ORD), a public repository of structured organic reaction records. Task: describe an organic reaction: reactants, conditions, products, and yield Starting materials: CS(C)=O, [K], C1COCCOCCOCCOCCOCCO1, O[O-], O, ClCCCCOc1cccc2ccccc12. The product is OCCCCOc1cccc2ccccc12. As a reaction SMILES: [CH3:39][S:40]([CH3:41])=[O:42].[K:1].[O:20]1[CH2:21][CH2:22][O:23][CH2:24][CH2:25][O:26][CH2:27][CH2:28][O:29][CH2:30][CH2:31][O:32][CH2:33][CH2:34][O:35][CH2:36][CH2:37]1.[O:2][O-:3].[OH2:38].[c:4]1([O:14][CH2:15][CH2:16][CH2:17][CH2:18][Cl:19])[cH:5][cH:6][cH:7][c:8]2[cH:9][cH:10][cH:11][cH:12][c:13]12>>[c:4]1([O:14][CH2:15][CH2:16][CH2:17][CH2:18][OH:20])[cH:5][cH:6][cH:7][c:8]2[cH:9][cH:10][cH:11][cH:12][c:13]12. The reactants are CCO, Cl, [Na+], [OH-], [Sn], COc1c(OCC(=O)N2CCOCC2)ccc(C=Cc2n[nH]c3ccccc23)c1[N+](=O)[O-]. The product is COc1c(OCC(=O)N2CCOCC2)ccc(C=Cc2n[nH]c3ccccc23)c1N. RXN SMILES: [CH3:37][CH2:38][OH:39].[ClH:34].[Na+:36].[OH-:35].[Sn:33].[nH:1]1[n:2][c:3]([CH:10]=[CH:11][c:12]2[c:13]([N+:30]([O-:31])=[O:32])[c:14]([O:28][CH3:29])[c:15]([O:16][CH2:17][C:18](=[O:19])[N:20]3[CH2:21][CH2:22][O:23][CH2:24][CH2:25]3)[cH:26][cH:27]2)[c:4]2[cH:5][cH:6][cH:7][cH:8][c:9]12>>[nH:1]1[n:2][c:3]([CH:10]=[CH:11][c:12]2[c:13]([NH2:30])[c:14]([O:28][CH3:29])[c:15]([O:16][CH2:17][C:18](=[O:19])[N:20]3[CH2:21][CH2:22][O:23][CH2:24][CH2:25]3)[cH:26][cH:27]2)[c:4]2[cH:5][cH:6][cH:7][cH:8][c:9]12. Starting materials: CC(C(C(=O)OC)N1C(C(C1=O)N1C(C=2C(C1=O)=CC=CC2)=O)S(=O)O)=C (methyl 3-methyl-2-(2-sulfino-4-oxo-3-phthalimido-1-azetidinyl)-3-butenoate), methylenecepham sulfoxide, C(C)(=O)OCC (ethyl acetate), O=P12OP3(=O)OP(=O)(O1)OP(=O)(O2)O3 (phosphorous pentoxide), ClCCCl (1,2-dichloroethane). Run in [Cl-].[Na+].O (brine). Yields the product C1(C=2C(C(N1C1[C@@H]3N(C(C(CS3=O)=C)C(=O)OC)C1=O)=O)=CC=CC2)=O (Methyl 7-phthalimido-3-methylenecepham-4-carboxylate 1-oxide). Reaction SMILES: [CH3:1][C:2](=[CH2:27])[CH:3]([N:8]1[C:11](=[O:12])[CH:10]([N:13]2[C:17](=[O:18])[C:16]3=[CH:19][CH:20]=[CH:21][CH:22]=[C:15]3[C:14]2=[O:23])[CH:9]1[S:24]([OH:26])=O)[C:4]([O:6][CH3:7])=[O:5].O=P12OP3(OP(OP(O3)(O1)=O)(=O)O2)=O.ClCCCl.C(OCC)(=O)C>[Cl-].[Na+].O>[C:17]1(=[O:18])[N:13]([CH:10]2[C:11](=[O:12])[N:8]3[CH:3]([C:4]([O:6][CH3:7])=[O:5])[C:2](=[CH2:1])[CH2:27][S:24](=[O:26])[C@H:9]23)[C:14](=[O:23])[C:15]2=[CH:22][CH:21]=[CH:20][CH:19]=[C:16]12 |f:4.5.6|. Reported procedure: A solution of 0.10 g. of methyl 3-methyl-2-(2-sulfino-4-oxo-3-phthalimido-1-azetidinyl)-3-butenoate and 0.04 g. of phosphorous pentoxide in 20 ml. of 1,2-dichloroethane was stirred at room temperature for 1 hour. A tlc of the reaction mixture indicated only trace amounts of the methylenecepham sulfoxide. The mixture was then refluxed for 30 minutes, cooled to room temperature, and combined with 25 ml. of ethyl acetate and 50 ml. of brine. The organic layer was separated, washed with aqueous sodi... The reactants are COC(=O)c1ccc(CBr)c(Cl)c1, O=C1NC(=O)c2ccccc21, CN(C)C=O, [K], O. Yields the product COC(=O)c1ccc(CN2C(=O)c3ccccc3C2=O)c(Cl)c1. RXN SMILES: [Br:1][CH2:2][c:3]1[c:4]([Cl:13])[cH:5][c:6]([C:7](=[O:8])[O:9][CH3:10])[cH:11][cH:12]1.[C:14]1(=[O:24])[c:15]2[c:16]([cH:20][cH:21][cH:22][cH:23]2)[C:17](=[O:19])[NH:18]1.[CH3:27][N:28]([CH3:29])[CH:30]=[O:31].[K:25].[OH2:26]>>[CH2:2]([c:3]1[c:4]([Cl:13])[cH:5][c:6]([C:7](=[O:8])[O:9][CH3:10])[cH:11][cH:12]1)[N:18]1[C:14](=[O:24])[c:15]2[c:16]([cH:20][cH:21][cH:22][cH:23]2)[C:17]1=[O:19]. Starting materials: CCOC(=O)C(=NO)c1csc(NC(c2ccccc2)(c2ccccc2)c2ccccc2)n1, OC1CCC(Cl)CC1, CCOC(=O)N=NC(=O)OCC, c1ccc(P(c2ccccc2)c2ccccc2)cc1, c1ccccc1. Product: CCOC(=O)C(=NOC1CCC(Cl)CC1)c1csc(NC(c2ccccc2)(c2ccccc2)c2ccccc2)n1. RXN SMILES: [C:1]([c:2]1[cH:3][cH:4][cH:5][cH:6][cH:7]1)([c:8]1[cH:9][cH:10][cH:11][cH:12][cH:13]1)([c:14]1[cH:15][cH:16][cH:17][cH:18][cH:19]1)[NH:20][c:21]1[s:22][cH:23][c:24]([C:26]([C:27](=[O:28])[O:29][CH2:30][CH3:31])=[N:32][OH:33])[n:25]1.[Cl:53][CH:54]1[CH2:55][CH2:56][CH:57]([OH:60])[CH2:58][CH2:59]1.[O:61]=[C:62]([O:63][CH2:64][CH3:65])[N:66]=[N:67][C:68]([O:69][CH2:70][CH3:71])=[O:72].[c:34]1([P:35]([c:36]2[cH:37][cH:38][cH:39][cH:40][cH:41]2)[c:42]2[cH:43][cH:44][cH:45][cH:46][cH:47]2)[cH:48][cH:49][cH:50][cH:51][cH:52]1.[cH:73]1[cH:74][cH:75][cH:76][cH:77][cH:78]1>>[C:1]([c:2]1[cH:3][cH:4][cH:5][cH:6][cH:7]1)([c:8]1[cH:9][cH:10][cH:11][cH:12][cH:13]1)([c:14]1[cH:15][cH:16][cH:17][cH:18][cH:19]1)[NH:20][c:21]1[s:22][cH:23][c:24]([C:26]([C:27](=[O:28])[O:29][CH2:30][CH3:31])=[N:32][O:33][CH:57]2[CH2:56][CH2:55][CH:54]([Cl:53])[CH2:59][CH2:58]2)[n:25]1. The reactants are CCOC(C)=O, [O-][Cl+3]([O-])([O-])[O-], [Li+], Cc1cc(Cl)nc2cc3c(cc12)OC(C)(C)C(O)C3N, CCCC1CO1, C1COCCO1. Yields the product CCCC(O)CNC1c2cc3nc(Cl)cc(C)c3cc2OC(C)(C)C1O. RXN SMILES: [CH3:33][CH2:34][O:35][C:36](=[O:37])[CH3:38].[Cl+3:27]([O-:28])([O-:29])([O-:30])[O-:31].[Li+:32].[NH2:7][CH:8]1[CH:9]([OH:26])[C:10]([CH3:24])([CH3:25])[O:11][c:12]2[cH:13][c:14]3[c:15]([CH3:23])[cH:16][c:17]([Cl:22])[n:18][c:19]3[cH:20][c:21]21.[O:1]1[CH2:2][CH:3]1[CH2:4][CH2:5][CH3:6].[O:39]1[CH2:40][CH2:41][O:42][CH2:43][CH2:44]1>>[OH:1][CH:3]([CH2:2][NH:7][CH:8]1[CH:9]([OH:26])[C:10]([CH3:24])([CH3:25])[O:11][c:12]2[cH:13][c:14]3[c:15]([CH3:23])[cH:16][c:17]([Cl:22])[n:18][c:19]3[cH:20][c:21]21)[CH2:4][CH2:5][CH3:6]. Reactants: CCCP(=O)(O)O, Cn1ncc(C(=O)O)c1C(=O)Nc1ccn2nc(-c3ccccc3)nc2c1, CCN(C(C)C)C(C)C, Cl, NC1COC1, C1CCOC1. Product: Cn1ncc(C(=O)NC2COC2)c1C(=O)Nc1ccn2nc(-c3ccccc3)nc2c1. RXN SMILES: [CH2:43]([P:44]([OH:45])([OH:46])=[O:47])[CH2:48][CH3:49].[CH3:1][n:2]1[n:3][cH:4][c:5]([C:25](=[O:26])[OH:27])[c:6]1[C:7]([NH:8][c:9]1[cH:10][c:11]2[n:12]([cH:13][cH:14]1)[n:15][c:16](-[c:18]1[cH:19][cH:20][cH:21][cH:22][cH:23]1)[n:17]2)=[O:24].[CH:34]([N:35]([CH:36]([CH3:37])[CH3:38])[CH2:39][CH3:40])([CH3:41])[CH3:42].[ClH:28].[O:29]1[CH2:30][CH:31]([NH2:33])[CH2:32]1.[O:50]1[CH2:51][CH2:52][CH2:53][CH2:54]1>>[CH3:1][n:2]1[n:3][cH:4][c:5]([C:25](=[O:26])[NH:33][CH:31]2[CH2:30][O:29][CH2:32]2)[c:6]1[C:7]([NH:8][c:9]1[cH:10][c:11]2[n:12]([cH:13][cH:14]1)[n:15][c:16](-[c:18]1[cH:19][cH:20][cH:21][cH:22][cH:23]1)[n:17]2)=[O:24]. Reactants: NC1=C(C(=O)N)C=CC=C1N (2,3-diaminobenzamide), 35, N1N=CC(=C1)C(=O)O (4-pyrazolecarboxylic acid), C(=O)(N1C=NC=C1)N1C=NC=C1 (carbonyldiimidazole). The solvent is N1=CC=CC=C1 (pyridine), CN(C=O)C (dimethylformamide). Conditions: temperature 50 celsius, time 2 hour. The product is N1N=CC(=C1)C=1NC2=C(N1)C=CC=C2C(=O)N (2-(Pyrazol-4-yl)benzimidazole-4-carboxamide). As a reaction SMILES: [NH:1]1[CH:5]=[C:4]([C:6](O)=O)[CH:3]=[N:2]1.C(N1C=CN=C1)(N1C=CN=C1)=O.[NH2:21][C:22]1[C:30]([NH2:31])=[CH:29][CH:28]=[CH:27][C:23]=1[C:24]([NH2:26])=[O:25]>CN(C)C=O.N1C=CC=CC=1>[NH:2]1[CH:3]=[C:4]([C:6]2[NH:21][C:22]3[C:23]([C:24]([NH2:26])=[O:25])=[CH:27][CH:28]=[CH:29][C:30]=3[N:31]=2)[CH:5]=[N:1]1. Procedure details: 35 0.56 g (5 mmol) of 4-pyrazolecarboxylic acid was stirred with 0.81 g (5 mmol) of carbonyldiimidazole in 20 ml of dimethylformamide at room temp. for 2 hours. 1.12 g (5 mmol) of 2,3-diaminobenzamide in 10 ml of pyridine were added. The reaction mixture was stirred at 50° C. for 2 hours. The reaction mixture was then concentrated in vacuo, and the residue was stirred with water. The precipitate was filtered off and dried in vacuo at 40° C. and then stirred in 10 ml of glacial acetic acid at 100... Reaction SMILES: C([O:3][C:4]([C:6]1([C:9]2[CH:14]=[CH:13][C:12]([C:15]3[CH:20]=[CH:19][C:18]([C:21]4[O:25][N:24]=[C:23]([CH3:26])[C:22]=4[CH2:27]Br)=[CH:17][CH:16]=3)=[CH:11][CH:10]=2)[CH2:8][CH2:7]1)=[O:5])C.[CH3:29][C:30]1[CH:39]=[CH:38][C:33]2[N:34]=[C:35]([NH2:37])[S:36][C:32]=2[CH:31]=1>>[CH3:26][C:23]1[C:22]([CH2:27][NH:37][C:35]2[S:36][C:32]3[CH:31]=[C:30]([CH3:29])[CH:39]=[CH:38][C:33]=3[N:34]=2)=[C:21]([C:18]2[CH:17]=[CH:16][C:15]([C:12]3[CH:13]=[CH:14][C:9]([C:6]4([C:4]([OH:5])=[O:3])[CH2:8][CH2:7]4)=[CH:10][CH:11]=3)=[CH:20][CH:19]=2)[O:25][N:24]=1. Product: CC1=NOC(=C1CNC=1SC2=C(N1)C=CC(=C2)C)C2=CC=C(C=C2)C2=CC=C(C=C2)C2(CC2)C(=O)O (1-(4′-{3-Methyl-4-[(6-methyl-benzothiazol-2-ylamino)-methyl]-isoxazol-5-yl}-biphenyl-4-yl)-cyclopropanecarboxylic acid). Reactants: C(C)OC(=O)C1(CC1)C1=CC=C(C=C1)C1=CC=C(C=C1)C1=C(C(=NO1)C)CBr (1-[4′-(4-bromomethyl-3-methyl-isoxazol-5-yl)-biphenyl-4-yl]-cyclopropanecarboxylic acid ethyl ester), CC1=CC2=C(N=C(S2)N)C=C1 (6-methyl-benzothiazol-2-ylamine). Reported procedure: Prepared according to the procedure described in Example 34, Step 4, using 1-[4′-(4-bromomethyl-3-methyl-isoxazol-5-yl)-biphenyl-4-yl]-cyclopropanecarboxylic acid ethyl ester and 6-methyl-benzothiazol-2-ylamine. Reactants: ClC1=NC(=NC=C1)CN1CC(OCC1)CCO (2-{4-[(4-chloropyrimidin-2-yl)methyl]morpholin-2-yl}ethanol), NC=1SC(=CC1C(=O)N)C1=C(C=C(C=C1)C(C)(C)O)F (2-amino-5-[2-fluoro-4-(1-hydroxy-1-methylethyl)phenyl]thiophene-3-carboxamide). Product: FC1=C(C=CC(=C1)C(C)(C)O)C1=CC(=C(S1)NC1=NC(=NC=C1)CN1CC(OCC1)CCO)C(=O)N (5-[2-Fluoro-4-(1-hydroxy-1-methylethyl)phenyl]-2-[(2-{[2-(2-hydroxyethyl)morpholin-4-yl]methyl}pyrimidin-4-yl)amino]thiophene-3-carboxamide). RXN SMILES: Cl[C:2]1[CH:7]=[CH:6][N:5]=[C:4]([CH2:8][N:9]2[CH2:14][CH2:13][O:12][CH:11]([CH2:15][CH2:16][OH:17])[CH2:10]2)[N:3]=1.[NH2:18][C:19]1[S:20][C:21]([C:27]2[CH:32]=[CH:31][C:30]([C:33]([OH:36])([CH3:35])[CH3:34])=[CH:29][C:28]=2[F:37])=[CH:22][C:23]=1[C:24]([NH2:26])=[O:25]>>[F:37][C:28]1[CH:29]=[C:30]([C:33]([OH:36])([CH3:34])[CH3:35])[CH:31]=[CH:32][C:27]=1[C:21]1[S:20][C:19]([NH:18][C:2]2[CH:7]=[CH:6][N:5]=[C:4]([CH2:8][N:9]3[CH2:14][CH2:13][O:12][CH:11]([CH2:15][CH2:16][OH:17])[CH2:10]3)[N:3]=2)=[C:23]([C:24]([NH2:26])=[O:25])[CH:22]=1. Procedure: The title compound was prepared as described in Example 106, Step 2 with 2-{4-[(4-chloropyrimidin-2-yl)methyl]morpholin-2-yl}ethanol (50 mg, 0.19 mmol) and 2-amino-5-[2-fluoro-4-(1-hydroxy-1-methylethyl)phenyl]thiophene-3-carboxamide (57 mg, 0.19 mmol) as starting materials.